Dataset: the Open Reaction Database (ORD), a public repository of structured organic reaction records. Task: describe an organic reaction: reactants, conditions, products, and yield Reactants: OCC1=CN=C(S1)C=1NC2=C(C=CC(=C2C1)C)N(S(=O)(=O)C=1SC=CC1)C (N-{2-[5-(Hydroxymethyl)-1,3-thiazol-2-yl]-4-methyl-1H-indol-7-yl}-N-methylthiophene-2-sulfonamide), S(=O)(Cl)Cl (Thionyl chloride). Reagents/catalysts: CN(C=O)C (N,N-dimethylformamide). Solvent: O1CCCC1 (tetrahydrofuran), C(C)(=O)OCC (ethyl acetate). Conditions: time 1 hour. The product is ClCC1=CN=C(S1)C=1NC2=C(C=CC(=C2C1)C)N(S(=O)(=O)C=1SC=CC1)C (N-{2-[5-(chloromethyl)-1,3-thiazol-2-yl]-4-methyl-1H-indol-7-yl}-N-methylthiophene-2-sulfonamide). The yield is 74.0%. Reaction SMILES: O[CH2:2][C:3]1[S:7][C:6]([C:8]2[NH:9][C:10]3[C:15]([CH:16]=2)=[C:14]([CH3:17])[CH:13]=[CH:12][C:11]=3[N:18]([CH3:27])[S:19]([C:22]2[S:23][CH:24]=[CH:25][CH:26]=2)(=[O:21])=[O:20])=[N:5][CH:4]=1.S(Cl)([Cl:30])=O>O1CCCC1.CN(C)C=O.C(OCC)(=O)C>[Cl:30][CH2:2][C:3]1[S:7][C:6]([C:8]2[NH:9][C:10]3[C:15]([CH:16]=2)=[C:14]([CH3:17])[CH:13]=[CH:12][C:11]=3[N:18]([CH3:27])[S:19]([C:22]2[S:23][CH:24]=[CH:25][CH:26]=2)(=[O:21])=[O:20])=[N:5][CH:4]=1. Reported procedure: N-{2-[5-(Hydroxymethyl)-1,3-thiazol-2-yl]-4-methyl-1H-indol-7-yl}-N-methylthiophene-2-sulfonamide (0.55 g) was dissolved in absolute tetrahydrofuran (25 ml), and this solution was ice-cooled. Thionyl chloride (0.15 ml) and N,N-dimethylformamide (one drop) were added, and the mixture was stirred for 1 hr under ice-cooling, and then at room temperature for 7 hr. The reaction solution was diluted with ethyl acetate, washed with water and saturated brine, dried over anhydrous magnesium sulfate, and ... The reactants are FC(C(=O)NC12C(C=CC=3CC=CCC13)O2)(F)F (N-(Trifluoroacetyl)-1-amino-5,8-dihydronaphthalene oxide), C(C)O (ethanol), C1(=CC=CC=C1)C1CCNCC1 (4-phenylpiperidine). Conditions: temperature 45 celsius. Product: NC=1C=CC=C2C[C@H]([C@@H](CC12)N1CCC(CC1)C1=CC=CC=C1)O ((±)-trans-8-amino-3-hydroxy-2-(4-phenylpiperidino)tetralin). The yield is 33.0%. Reaction SMILES: FC(F)(F)C([NH:5][C:6]12O[CH:7]1[CH:8]=[CH:9][C:10]1CC=[CH:13][CH2:14][C:15]=12)=O.[C:19]1([CH:25]2[CH2:30][CH2:29][NH:28][CH2:27][CH2:26]2)[CH:24]=[CH:23][CH:22]=[CH:21][CH:20]=1.[CH2:31]([OH:33])[CH3:32]>>[NH2:5][C:6]1[CH:7]=[CH:8][CH:9]=[C:10]2[C:15]=1[CH2:14][C@@H:13]([N:28]1[CH2:27][CH2:26][CH:25]([C:19]3[CH:24]=[CH:23][CH:22]=[CH:21][CH:20]=3)[CH2:30][CH2:29]1)[C@H:31]([OH:33])[CH2:32]2. Procedure details: N-(Trifluoroacetyl)-1-amino-5,8-dihydronaphthalene oxide (1.9 g, 7.4 mmol) was dissolved in 25 ml of absolute ethanol to which was added 4-phenylpiperidine (3.0 g, 19 mmol). The solution was maintained at 45° C. for 17 hours and then refluxed for 3 hours. After cooling to 23° C. for 7 hours, a crystalline solid was collected by filtration and washed with ethanol and carbon tetrachloride. A polar isomer, (±)-trans-8-amino-3-hydroxy-2-(4-phenylpiperidino)tetralin, results from deacylation during t... Starting materials: FC=1C=C(C=CC1N1CCOCC1)NC(CC(C)=O)=O (N-(3-fluoro-4-morpholinophenyl)-3-oxobutanamide), BrBr (Br2). Run in CC(=O)O (AcOH). Reaction conditions: time 24 hour. Yields the product BrCC(CC(=O)NC1=CC(=C(C=C1)N1CCOCC1)F)=O (4-bromo-N-(3-fluoro-4-morpholinophenyl)-3-oxobutanamide). The yield is 47.0%. RXN SMILES: [F:1][C:2]1[CH:3]=[C:4]([NH:14][C:15](=[O:20])[CH2:16][C:17](=[O:19])[CH3:18])[CH:5]=[CH:6][C:7]=1[N:8]1[CH2:13][CH2:12][O:11][CH2:10][CH2:9]1.[Br:21]Br>CC(O)=O>[Br:21][CH2:18][C:17](=[O:19])[CH2:16][C:15]([NH:14][C:4]1[CH:5]=[CH:6][C:7]([N:8]2[CH2:9][CH2:10][O:11][CH2:12][CH2:13]2)=[C:2]([F:1])[CH:3]=1)=[O:20]. Procedure: To a solution of N-(3-fluoro-4-morpholinophenyl)-3-oxobutanamide (11.2 g, 40.0 mmol) and AcOH (100 mL) under N2 was added Br2 (2.4 mL) at rt. At end of addition, the mixture was stirred further at rt for 24 h. The mixture was then concentrated in vacuo and 40 mL of water was added. The resulting mixture was extracted with EtOAc (30 mL×4). The combined organic phases were washed with brine (40 mL×3), dried over anhydrous Na2SO4 and concentrated in vacuo. The residue was purified by a silica gel c... Reactants: C([O-])([O-])=O.[K+].[K+] (potassium carbonate), C(CS)S (1,2-ethanedithiol), FC1=CC=C(C=C1)C(C(C)(N1CCOCC1)C)=O (1-(4-fluorophenyl)-2-methyl-2-morpholine-4-yl-propane-1-one). Solvent: CC(=O)N(C)C (dimethylacetamide), CC(=O)N(C)C (dimethylacetamide). Conditions: temperature 40 celsius, time 5 hour. Yields the product SCCSC1=CC=C(C=C1)C(C(C)(N1CCOCC1)C)=O (1-[4-(mercaptoethylthio)phenyl]-2-methyl-2-morpholine-4-yl-propane-1-one). RXN SMILES: [CH2:1]([SH:4])[CH2:2][SH:3].C(=O)([O-])[O-].[K+].[K+].F[C:12]1[CH:17]=[CH:16][C:15]([C:18](=[O:28])[C:19]([CH3:27])([N:21]2[CH2:26][CH2:25][O:24][CH2:23][CH2:22]2)[CH3:20])=[CH:14][CH:13]=1>CC(N(C)C)=O>[SH:3][CH2:2][CH2:1][S:4][C:12]1[CH:13]=[CH:14][C:15]([C:18](=[O:28])[C:19]([CH3:20])([N:21]2[CH2:22][CH2:23][O:24][CH2:25][CH2:26]2)[CH3:27])=[CH:16][CH:17]=1 |f:1.2.3|. Procedure details: 22.5 g (0.24 mol) of 1,2-ethanedithiol are dissolved in 70 ml of dry dimethylacetamide, 10.0 g of potassium carbonate are added and the solution is heated to about 40° C. 10.1 g o(0.04 mol) of 1-(4-fluorophenyl)-2-methyl-2-morpholine-4-yl-propane-1-one (prepared as described in example 1b) in 30 ml of dry dimethylacetamide are added dropwise. The suspension is stirred for 5 h, then the solid is filtered off and washed with toluene. From the filtrate the excess 1,2-ethanedithiol and toluene are d... The reactants are NC1CSC2=C(N(C1=O)CC(=O)OCC)C=CC=C2 ((±)-3-Amino-3,4-dihydro-4-oxo-1,5-benzothiazepine-5(2H)-acetic acid, ethyl ester), ClCC([C@H](CC1=CC=CC=C1)NC(C1=CC=CC=C1)=O)=O ((S)-N-[3-chloro-2-oxo-1-(phenylmethyl)propyl]benzamide). Yields the product O=C1CCSC2=C(N1CC(=O)OCC)C=CC=C2 (4-oxo-1,5-benzothiazepine-5(2H)-acetic acid, ethyl ester). As a reaction SMILES: N[CH:2]1[C:8](=[O:9])[N:7]([CH2:10][C:11]([O:13][CH2:14][CH3:15])=[O:12])[C:6]2[CH:16]=[CH:17][CH:18]=[CH:19][C:5]=2[S:4][CH2:3]1.ClCC(=O)[C@@H](NC(=O)C1C=CC=CC=1)CC1C=CC=CC=1>>[O:9]=[C:8]1[N:7]([CH2:10][C:11]([O:13][CH2:14][CH3:15])=[O:12])[C:6]2[CH:16]=[CH:17][CH:18]=[CH:19][C:5]=2[S:4][CH2:3][CH2:2]1. Reported procedure: (±)-3-Amino-3,4-dihydro-4-oxo-1,5-benzothiazepine-5(2H)-acetic acid, ethyl ester is reacted with (S)-N-[3-chloro-2-oxo-1-(phenylmethyl)propyl]benzamide according to the procedure of Example 1(h) to yield (±)-dihydro-3-[[3-benzoylamino)-2-oxo-4-phenylbutyl]amino]-4-oxo-1,5-benzothiazepine-5(2H)-acetic acid, ethyl ester. Run in O (water), C(C)O (ethanol). The yield is 100.2%. Run at time 30 minute. Procedure details: 0.95 g of ethyl 1-{2-fluoro-4-methyl-5-(2,2,2-trifluoroethylthio)phenyl}-3-(2,2,3,3,3-pentafluoropropoxy)pyrazole-5-carboxylate was dissolved in 20 mL of ethanol. To this solution, a solution having 0.42 g of potassium hydroxide dissolved in 10 mL of water was added, followed by stirring at room temperature for 30 minutes. Concentrated hydrochloric acid was added to adjust the pH to 2, the solvent was distilled off under reduced pressure, extraction with ethyl acetate was carried out, and the or... Yields the product FC1=C(C=C(C(=C1)C)SCC(F)(F)F)N1N=C(C=C1C(=O)O)OCC(C(F)(F)F)(F)F (1-{2-fluoro-4-methyl-5-(2,2,2-trifluoroethylthio)phenyl}-3-(2,2,3,3,3-pentafluoropropoxy)pyrazole-5-carboxylic acid). RXN SMILES: [F:1][C:2]1[CH:7]=[C:6]([CH3:8])[C:5]([S:9][CH2:10][C:11]([F:14])([F:13])[F:12])=[CH:4][C:3]=1[N:15]1[C:19]([C:20]([O:22]CC)=[O:21])=[CH:18][C:17]([O:25][CH2:26][C:27]([F:33])([F:32])[C:28]([F:31])([F:30])[F:29])=[N:16]1.[OH-].[K+].Cl>C(O)C.O>[F:1][C:2]1[CH:7]=[C:6]([CH3:8])[C:5]([S:9][CH2:10][C:11]([F:13])([F:12])[F:14])=[CH:4][C:3]=1[N:15]1[C:19]([C:20]([OH:22])=[O:21])=[CH:18][C:17]([O:25][CH2:26][C:27]([F:32])([F:33])[C:28]([F:29])([F:30])[F:31])=[N:16]1 |f:1.2|. Reactants: [OH-].[K+] (potassium hydroxide), FC1=C(C=C(C(=C1)C)SCC(F)(F)F)N1N=C(C=C1C(=O)OCC)OCC(C(F)(F)F)(F)F (ethyl 1-{2-fluoro-4-methyl-5-(2,2,2-trifluoroethylthio)phenyl}-3-(2,2,3,3,3-pentafluoropropoxy)pyrazole-5-carboxylate), Cl (hydrochloric acid).